From a dataset of the Open Reaction Database (ORD), a public repository of structured organic reaction records. describe an organic reaction: reactants, conditions, products, and yield Starting materials: C1OC=2C=C(CCN)C=CC2OC1 (3,4-ethylenedioxyphenethylamine), ClC=1C2=C(N=C(N1)C1=NC=CN=C1)SC=C2C (4-chloro-2-(pyrazin-2-yl)-5-methyl-thieno-[2,3-d]-pyrimidine). The product is N1=C(C=NC=C1)C=1N=C(C2=C(N1)SC=C2C)NCCC2=CC1=C(C=C2)OCCO1 (2-(pyrazin-2-yl)-4-(3,4-ethylenedioxyphenethylamino)-5-methyl-thieno-[2,3-d]-pyrimidine). Reaction SMILES: [CH2:1]1[CH2:13][O:12][C:11]2[CH:10]=[CH:9][C:5]([CH2:6][CH2:7][NH2:8])=[CH:4][C:3]=2[O:2]1.Cl[C:15]1[C:16]2[C:29]([CH3:30])=[CH:28][S:27][C:17]=2[N:18]=[C:19]([C:21]2[CH:26]=[N:25][CH:24]=[CH:23][N:22]=2)[N:20]=1>>[N:22]1[CH:23]=[CH:24][N:25]=[CH:26][C:21]=1[C:19]1[N:20]=[C:15]([NH:8][CH2:7][CH2:6][C:5]2[CH:9]=[CH:10][C:11]3[O:12][CH2:13][CH2:1][O:2][C:3]=3[CH:4]=2)[C:16]2[C:29]([CH3:30])=[CH:28][S:27][C:17]=2[N:18]=1. Reported procedure: With the procedure of Example 1, the reaction of 3,4-ethylenedioxyphenethylamine with 4-chloro-2-(pyrazin-2-yl)-5-methyl-thieno-[2,3-d]-pyrimidine yields 2-(pyrazin-2-yl)-4-(3,4-ethylenedioxyphenethylamino)-5-methyl-thieno-[2,3-d]-pyrimidine The reactants are COc1ccc(N(C(=O)CN2C(=O)C(C)(Cc3nn(C(=O)OC(C)(C)C)c4ccccc34)C(=O)N(c3cccnc3)c3ccccc32)C(C)C)cc1, CO, [K+], [K+], O=C([O-])[O-], O. The product is COc1ccc(N(C(=O)CN2C(=O)C(C)(Cc3n[nH]c4ccccc34)C(=O)N(c3cccnc3)c3ccccc32)C(C)C)cc1. RXN SMILES: [C:1]([O:2][C:3](=[O:4])[n:8]1[n:9][c:10]([CH2:17][C:18]2([CH3:52])[C:19](=[O:51])[N:20]([c:45]3[cH:46][n:47][cH:48][cH:49][cH:50]3)[c:21]3[c:22]([cH:41][cH:42][cH:43][cH:44]3)[N:23]([CH2:26][C:27](=[O:28])[N:29]([c:30]3[cH:31][cH:32][c:33]([O:36][CH3:37])[cH:34][cH:35]3)[CH:38]([CH3:39])[CH3:40])[C:24]2=[O:25])[c:11]2[cH:12][cH:13][cH:14][cH:15][c:16]12)([CH3:5])([CH3:6])[CH3:7].[CH3:60][OH:61].[K+:53].[K+:54].[O-:55][C:56]([O-:57])=[O:58].[OH2:59]>>[nH:8]1[n:9][c:10]([CH2:17][C:18]2([CH3:52])[C:19](=[O:51])[N:20]([c:45]3[cH:46][n:47][cH:48][cH:49][cH:50]3)[c:21]3[c:22]([cH:41][cH:42][cH:43][cH:44]3)[N:23]([CH2:26][C:27](=[O:28])[N:29]([c:30]3[cH:31][cH:32][c:33]([O:36][CH3:37])[cH:34][cH:35]3)[CH:38]([CH3:39])[CH3:40])[C:24]2=[O:25])[c:11]2[cH:12][cH:13][cH:14][cH:15][c:16]12. Reactants: C1CCCCC1, CCCCCCC, CC(C)CC(N)C(=O)O, OC1CCCC1, Cc1ccc(S(=O)(=O)O)cc1. Yields the product CC(C)CC(N)C(=O)OC1CCCC1, Cc1ccc(S(=O)(=O)O)cc1. As a reaction SMILES: [CH2:34]1[CH2:35][CH2:36][CH2:37][CH2:38][CH2:39]1.[CH3:27][CH2:28][CH2:29][CH2:30][CH2:31][CH2:32][CH3:33].[NH2:1][CH:2]([CH2:3][CH:4]([CH3:5])[CH3:6])[C:7](=[O:8])[OH:9].[OH:10][CH:11]1[CH2:12][CH2:13][CH2:14][CH2:15]1.[c:16]1([CH3:26])[cH:17][cH:18][c:19]([S:22](=[O:23])(=[O:24])[OH:25])[cH:20][cH:21]1>>[NH2:1][CH:2]([CH2:3][CH:4]([CH3:5])[CH3:6])[C:7]([O:8][CH:11]1[CH2:12][CH2:13][CH2:14][CH2:15]1)=[O:9].[c:16]1([CH3:26])[cH:17][cH:18][c:19]([S:22](=[O:23])(=[O:24])[OH:25])[cH:20][cH:21]1. Starting materials: O1C2=C(N(CC1)C1=C(C=C(C#N)C=C1)OC)C=CC=C2 (4-(2H-benzo[b][1,4]oxazin-4(3H)-yl)-3-methoxybenzonitrile), ClS(=O)(=O)O (chlorosulfonic acid), ice water. Run in C(Cl)Cl (DCM). Conditions: time 2 hour. Product: C(#N)C1=CC(=C(C=C1)N1C2=C(OCC1)C=C(C=C2)S(=O)(=O)Cl)OC (4-(4-cyano-2-methoxyphenyl)-3,4-dihydro-2H-benzo[b][1,4]oxazine-7-sulfonyl chloride). Yield: 20.4%. As a reaction SMILES: [O:1]1[CH2:6][CH2:5][N:4]([C:7]2[CH:14]=[CH:13][C:10]([C:11]#[N:12])=[CH:9][C:8]=2[O:15][CH3:16])[C:3]2[CH:17]=[CH:18][CH:19]=[CH:20][C:2]1=2.[Cl:21][S:22](O)(=[O:24])=[O:23]>C(Cl)Cl>[C:11]([C:10]1[CH:13]=[CH:14][C:7]([N:4]2[CH2:5][CH2:6][O:1][C:2]3[CH:20]=[C:19]([S:22]([Cl:21])(=[O:24])=[O:23])[CH:18]=[CH:17][C:3]2=3)=[C:8]([O:15][CH3:16])[CH:9]=1)#[N:12]. Procedure: To a solution of 4-(2H-benzo[b][1,4]oxazin-4(3H)-yl)-3-methoxybenzonitrile (790 mg, 2.96 mmol) in DCM (10 mL) was added chlorosulfonic acid (0.79 mL, 11.8 mmol) at 0° C. The reaction mixture was stirred at room temperature for 2 h. After completion, reaction mixture was poured into ice water (15 mL), quenched with solid sodium bicarbonate (pH˜9-10) and the aqueous layer was extracted with ethyl acetate (2×20 mL). The organic layer was dried over sodium sulfate and concentrated to get 4-(4-cyano-... Reactants: N1C(=CC2=CC=CC=C12)C(=O)OCC (ethyl indole-2-carboxylate), [OH-].[Na+] (sodium hydroxide). The reagents and catalysts are O=[Pt]=O (platinium oxide). Run in FC(C(=O)O)(F)F (trifluoroacetic acid), CCOCC (ether). The product is N1C(CC2CCCCC12)C(=O)OCC (ethyl octahydroindole-2-carboxylate). Reaction SMILES: [NH:1]1[C:9]2[C:4](=[CH:5][CH:6]=[CH:7][CH:8]=2)[CH:3]=[C:2]1[C:10]([O:12][CH2:13][CH3:14])=[O:11].[OH-].[Na+]>FC(F)(F)C(O)=O.CCOCC.O=[Pt]=O>[NH:1]1[CH:9]2[CH:4]([CH2:5][CH2:6][CH2:7][CH2:8]2)[CH2:3][CH:2]1[C:10]([O:12][CH2:13][CH3:14])=[O:11] |f:1.2|. Procedure: Dissolve 27.0 g of ethyl indole-2-carboxylate in 250 ml of trifluoroacetic acid. Add 2.05 g of platinium oxide, hydrogenate the mixture at 50 lb/in2 at room temperature. Filter the mixture and concentrate the filtrate in vacuo to give a residue. Suspend the residue in ether and treat with cold dilute sodium hydroxide solution. Dry the organic layer over magnesium sulfate and concentrate it to give ethyl octahydroindole-2-carboxylate, a pale yellow oil. The yield is 99.7%. Starting materials: C(C)OC(CN(S(=O)(=O)C1=CC=C(C=C1)C)CC1=C(C2=C(C=C1)OCO2)OC)OCC (N-(2-methoxy-3,4-methylenedioxybenzyl)-N-(p-toluenesulfonyl)aminoacetaldehyde diethylacetal), O (water), C(Cl)Cl (methylene chloride), [OH-].[Na+] (sodium hydroxide), aqueous solution. Product: COC(CN(C)CC1=C(C2=C(C=C1)OCO2)OC)OC (N-(2-methoxy-3,4-methylenedioxybenzyl)-N-methylaminoacetaldehyde dimethylacetal). As a reaction SMILES: [CH2:1]([O:3][CH:4]([O:29][CH2:30]C)[CH2:5][N:6]([CH2:17][C:18]1[CH:23]=[CH:22][C:21]2[O:24][CH2:25][O:26][C:20]=2[C:19]=1[O:27][CH3:28])S(C1C=CC(C)=CC=1)(=O)=O)C.O.[OH-].[Na+].[CH2:35](Cl)Cl>>[CH3:30][O:29][CH:4]([O:3][CH3:1])[CH2:5][N:6]([CH2:17][C:18]1[CH:23]=[CH:22][C:21]2[O:24][CH2:25][O:26][C:20]=2[C:19]=1[O:27][CH3:28])[CH3:35] |f:2.3|. Procedure: 17.8 g (74.3 mmol) of the compound (2) thus obtained was added to 50 ml of water, to which 100 ml of methylene chloride was added. This solution was made basic with 25% aqueous solution of sodium hydroxide under water-cooling. The solution was separated and the aqueous layer was extracted with 20 ml of methylene chloride. The obtained methylene chloride layers were combined, washed with 30 ml of water, dried over anhydrous magnesium sulfate and then concentrated under vacuum to obtain 15.06 g of... Starting materials: BrC=1OC2=C(C(C1NC=O)=O)C=C(C(=C2)NS(=O)(=O)C)OC2=CC=CC=C2 (2-Bromo-3-formylamino-7-methylsulfonylamino-6-phenoxy-4H-1-benzopyran-4-one), [OH-].[Na+] (sodium hydroxide). The product is C(=O)NC1=C(OC2=C(C1=O)C=C(C(=C2)NS(=O)(=O)C)OC2=CC=CC=C2)O (3-formylamino-2-hydroxy-7-methylsulfonylamino-6-phenoxy-4H-1-benzopyran-4-one). Reaction SMILES: Br[C:2]1[O:3][C:4]2[CH:15]=[C:14]([NH:16][S:17]([CH3:20])(=[O:19])=[O:18])[C:13]([O:21][C:22]3[CH:27]=[CH:26][CH:25]=[CH:24][CH:23]=3)=[CH:12][C:5]=2[C:6](=[O:11])[C:7]=1[NH:8][CH:9]=[O:10].[OH-:28].[Na+]>>[CH:9]([NH:8][C:7]1[C:6](=[O:11])[C:5]2[CH:12]=[C:13]([O:21][C:22]3[CH:27]=[CH:26][CH:25]=[CH:24][CH:23]=3)[C:14]([NH:16][S:17]([CH3:20])(=[O:19])=[O:18])=[CH:15][C:4]=2[O:3][C:2]=1[OH:28])=[O:10] |f:1.2|. Procedure details: 2-Bromo-3-formylamino-7-methylsulfonylamino-6-phenoxy-4H-1-benzopyran-4-one was reacted with 1N aqueous sodium hydroxide solution to obtain 3-formylamino-2-hydroxy-7-methylsulfonylamino-6-phenoxy-4H-1-benzopyran-4-one.